This data is from the Open Reaction Database (ORD), a public repository of structured organic reaction records. The task is: describe an organic reaction: reactants, conditions, products, and yield The reactants are C1CO1 (ethylene oxide), ClC(C)Cl (dichloroethane), C1(=CC=CC=C1)C (toluene), [Al+3].[Cl-].[Cl-].[Cl-] (AlCl3), titanium alcoholate. Reagents/catalysts: CC(C)[O-].CC(C)[O-].CC(C)[O-].CC(C)[O-].[Ti+4] (titanium tetraisopropylate). Product: C1(=C(C=CC=C1)C(C)O)C (2-tolylethanol). Reaction SMILES: ClC(Cl)C.[C:5]1([CH3:11])[CH:10]=[CH:9][CH:8]=[CH:7][CH:6]=1.[Al+3].[Cl-].[Cl-].[Cl-].[CH2:16]1[O:18][CH2:17]1>CC([O-])C.CC([O-])C.CC([O-])C.CC([O-])C.[Ti+4]>[C:5]1([CH3:11])[CH:10]=[CH:9][CH:8]=[CH:7][C:6]=1[CH:17]([OH:18])[CH3:16] |f:2.3.4.5,7.8.9.10.11|. Reported procedure: 400 g of dichloroethane and 110 g (1.2 mol) of toluene were introduced initially together with 63 g (0.47 mol) of AlCl3 in the presence of 3 g (10-2 mol) of titanium tetraisopropylate or in the absence of titanium alcoholate. 44 g (1 mol) of ethylene oxide were added in the course of 1.5 h at the temperature stated in Table 3. After hydrolysis the reaction mixture was concentrated and analyzed by gas chromatography. The yields of 2-tolylethanol, obtained as a mixture of isomers, based on convert...